Dataset: the Open Reaction Database (ORD), a public repository of structured organic reaction records. Task: describe an organic reaction: reactants, conditions, products, and yield Starting materials: CI (methyl iodide), NC=1C=C(C=CC1C1CCCCC1)C(C(=O)OCC)=O (ethyl 3-amino-4-cyclohexylphenylglyoxylate). Run in N1=CC=CC=C1 (pyridine). Conditions: time 8 hour. Product: CNC=1C=C(C=CC1C1CCCCC1)C(C(=O)OCC)=O (ethyl 3-methylamino-4-cyclohexylphenylglyoxylate). Reaction SMILES: [NH2:1][C:2]1[CH:3]=[C:4]([C:14](=[O:20])[C:15]([O:17][CH2:18][CH3:19])=[O:16])[CH:5]=[CH:6][C:7]=1[CH:8]1[CH2:13][CH2:12][CH2:11][CH2:10][CH2:9]1.[CH3:21]I>N1C=CC=CC=1>[CH3:21][NH:1][C:2]1[CH:3]=[C:4]([C:14](=[O:20])[C:15]([O:17][CH2:18][CH3:19])=[O:16])[CH:5]=[CH:6][C:7]=1[CH:8]1[CH2:13][CH2:12][CH2:11][CH2:10][CH2:9]1. Reported procedure: To a solution of 0.01 moles of ethyl 3-amino-4-cyclohexylphenylglyoxylate in 100 ml. of pyridine is added 0.1 moles of methyl iodide. The reaction mixture is stirred overnight at room temperature, filtered and concentrated. The residue is distilled to obtain ethyl 3-methylamino-4-cyclohexylphenylglyoxylate. Starting materials: FC1=C(C=CC=C1F)C1=C2C(=NC=C1)NC(=C2)C2=CCN(CC2)C(=O)OC(C)(C)C (tert-butyl 4-(4-(2,3-difluorophenyl)-1H-pyrrolo[2,3-b]pyridin-2-yl)-5,6-dihydropyridine-1(2H)-carboxylate), FC(C(=O)O)(F)F (trifluoroacetic acid). The solvent is ClCCl (dichloromethane). Run at time 3 hour. The product is FC1=C(C=CC=C1F)C1=C2C(=NC=C1)NC(=C2)C=2CCNCC2 (4-(2,3-difluorophenyl)-2-(1,2,3,6-tetrahydropyridin-4-yl)-1H-pyrrolo[2,3-b]pyridine), hydrochloride salt. Reaction SMILES: [F:1][C:2]1[C:7]([F:8])=[CH:6][CH:5]=[CH:4][C:3]=1[C:9]1[CH:14]=[CH:13][N:12]=[C:11]2[NH:15][C:16]([C:18]3[CH2:23][CH2:22][N:21](C(OC(C)(C)C)=O)[CH2:20][CH:19]=3)=[CH:17][C:10]=12.FC(F)(F)C(O)=O>ClCCl>[F:1][C:2]1[C:7]([F:8])=[CH:6][CH:5]=[CH:4][C:3]=1[C:9]1[CH:14]=[CH:13][N:12]=[C:11]2[NH:15][C:16]([C:18]3[CH2:23][CH2:22][NH:21][CH2:20][CH:19]=3)=[CH:17][C:10]=12. Procedure details: A solution of Example 222B (0.255 g, 0.620 mmol) in dichloromethane (5 mL) was treated with trifluoroacetic acid (0.477 mL, 6.20 mmol) and the mixture was stirred for 3 hours and concentrated. The residue was dissolved in 2 mL methanol and treated slowly with 2 mL 2M hydrogen chloride in ether. The suspension was diluted with ether and stirred for 10 minutes. The solids were filtered, washed with ether, and dried to give the title compound as a hydrochloride salt. MS (ESI+) m/z 312.1 (M+H)+. Reactants: CCn1ncc2c1ncc1c(=O)[nH]c3nc(SC)nn3c12, [O-][I+3]([O-])([O-])[O-], [Na+]. Yields the product CCn1ncc2c1ncc1c(=O)[nH]c3nc(S(C)=O)nn3c12. As a reaction SMILES: [CH2:1]([CH3:2])[n:3]1[n:4][cH:5][c:6]2[c:7]1[n:8][cH:9][c:10]1[c:11](=[O:21])[nH:12][c:13]3[n:14]([c:15]21)[n:16][c:17]([S:19][CH3:20])[n:18]3.[I+3:22]([O-:23])([O-:24])([O-:25])[O-:26].[Na+:27]>>[CH2:1]([CH3:2])[n:3]1[n:4][cH:5][c:6]2[c:7]1[n:8][cH:9][c:10]1[c:11](=[O:21])[nH:12][c:13]3[n:14]([c:15]21)[n:16][c:17]([S:19]([CH3:20])=[O:23])[n:18]3. Reaction SMILES: [CH3:18][N:19]([C:20](=[O:21])[Cl:22])[c:23]1[cH:24][cH:25][cH:26][cH:27][cH:28]1.[O:1]=[C:2]1[N:3]([O:8][C:9]([c:10]2[cH:11][cH:12][c:13]([OH:16])[cH:14][cH:15]2)=[O:17])[C:4](=[O:7])[CH2:5][CH2:6]1>>[O:1]=[C:2]1[N:3]([O:8][C:9]([c:10]2[cH:11][cH:12][c:13]([O:16][C:20]([N:19]([CH3:18])[c:23]3[cH:24][cH:25][cH:26][cH:27][cH:28]3)=[O:21])[cH:14][cH:15]2)=[O:17])[C:4](=[O:7])[CH2:5][CH2:6]1. Product: CN(C(=O)Oc1ccc(C(=O)ON2C(=O)CCC2=O)cc1)c1ccccc1. Reactants: CN(C(=O)Cl)c1ccccc1, O=C(ON1C(=O)CCC1=O)c1ccc(O)cc1. Reactants: CC(CC1=NC(C(NC2=C1C=CC=C2)=O)NC(=O)NC2=CC(=CC=C2)C)C (N-[(3RS)-2,3-dihydro-5-(2-methylpropyl)-2-oxo-1H-1,4-benzodiazepin-3-yl]-N′-(3-methylphenyl)urea), ClCC1=NC=CC=C1C (2-chloromethyl-3-methylpridine), [H-].[Na+] (sodium hydride), [I-].[Na+] (sodium iodide). The solvent is CN(C=O)C (N,N-dimethylformamide), CN(C=O)C (N,N-dimethylformamide). Reaction conditions: time 1 hour. Yields the product CC(CC1=NC(C(N(C2=C1C=CC=C2)CC2=NC=CC=C2C)=O)NC(=O)NC2=CC(=CC=C2)C)C (N-[(3RS)-2,3-dihydro-5-(2-methylpropyl)-1-(3-methylpyridin-2-yl)methyl-2-oxo-1H-1,4-benzodiazepin-3-yl]-N′-(3-methylphenyl)urea). Isolated yield 89.3%. RXN SMILES: [H-].[Na+].[CH3:3][CH:4]([CH3:29])[CH2:5][C:6]1[C:12]2[CH:13]=[CH:14][CH:15]=[CH:16][C:11]=2[NH:10][C:9](=[O:17])[CH:8]([NH:18][C:19]([NH:21][C:22]2[CH:27]=[CH:26][CH:25]=[C:24]([CH3:28])[CH:23]=2)=[O:20])[N:7]=1.[I-].[Na+].Cl[CH2:33][C:34]1[C:39]([CH3:40])=[CH:38][CH:37]=[CH:36][N:35]=1>CN(C)C=O>[CH3:3][CH:4]([CH3:29])[CH2:5][C:6]1[C:12]2[CH:13]=[CH:14][CH:15]=[CH:16][C:11]=2[N:10]([CH2:33][C:34]2[C:39]([CH3:40])=[CH:38][CH:37]=[CH:36][N:35]=2)[C:9](=[O:17])[CH:8]([NH:18][C:19]([NH:21][C:22]2[CH:27]=[CH:26][CH:25]=[C:24]([CH3:28])[CH:23]=2)=[O:20])[N:7]=1 |f:0.1,3.4|. Procedure details: To a suspension of sodium hydride (0.027 g of a 64% dispersion in mineral oil) in N,N-dimethylformamide (3 ml) was added gradually N-[(3RS)-2,3-dihydro-5-(2-methylpropyl)-2-oxo-1H-1,4-benzodiazepin-3-yl]-N′-(3-methylphenyl)urea (0.200 g) at ambient temperature and the mixture was stirred for 1 hour under the same conditions. To the mixture was added sodium iodide (0.107 g) and followed dropwise a solution of 2-chloromethyl-3-methylpridine (0.093 g,) in N,N-dimethylformamide (2 ml) at the same te... Starting materials: C(C)(=O)S[C@@H]1[C@H](OC(CCCCCCCCCCC)=O)[C@@H](OC(CCCCCCCCCCC)=O)[C@@H](OC(CCCCCCCCCCC)=O)[C@H](O1)COC(CCCCCCCCCCC)=O (1-S-acetyl-2,3,4,6-tetra-O-lauroyl-1-thio-α-D-galactopyranose), C1(C=CCCCC1)=O (cyclohept-en-1-one). Yields the product S([C@@H]1[C@H](O)[C@@H](O)[C@@H](O)[C@H](O1)CO)C1CC(CCCC1)O (3-Hydroxycyclohept-1-yl 1-Thio-α-D-galactopyranoside). As a reaction SMILES: [C:1]([S:4][C@H:5]1[O:52][C@H:51]([CH2:53][O:54]C(=O)CCCCCCCCCCC)[C@H:36]([O:37]C(=O)CCCCCCCCCCC)[C@H:21]([O:22]C(=O)CCCCCCCCCCC)[C@H:6]1[O:7]C(=O)CCCCCCCCCCC)(=O)[CH3:2].[C:68]1(=[O:75])[CH2:74]CC[CH2:71][CH:70]=[CH:69]1>>[S:4]([CH:1]1[CH2:2][CH2:71][CH2:70][CH2:69][CH:68]([OH:75])[CH2:74]1)[C@H:5]1[O:52][C@H:51]([CH2:53][OH:54])[C@H:36]([OH:37])[C@H:21]([OH:22])[C@H:6]1[OH:7]. Reported procedure: The title compound was prepared according to procedures D, E and I above using 1-S-acetyl-2,3,4,6-tetra-O-lauroyl-1-thio-α-D-galactopyranose (from Example C' above) and cyclohept-en-1-one as the electrophile. Mass spectra data was as follows: M (calcd.): 308.40; M (found): 331.3 (M+Na+). Selected nmr data was as follows: 1H-nmr (CD3OD): δ 5.44 (d, J 5.8 Hz, H-1) and 5.45 (d, J 5.8 Hz, H-1).